From a dataset of the Open Reaction Database (ORD), a public repository of structured organic reaction records. describe an organic reaction: reactants, conditions, products, and yield The reactants are CCOC(C)=O, CCO, CCCCCCC(C)Oc1ccc(OC(=O)c2ccc(OCc3ccccc3)cc2)cc1. The product is CCCCCCC(C)Oc1ccc(OC(=O)c2ccc(O)cc2)cc1. As a reaction SMILES: [C:36]([O:37][CH2:38][CH3:39])(=[O:40])[CH3:41].[CH2:33]([OH:34])[CH3:35].[CH3:1][CH:2]([CH2:3][CH2:4][CH2:5][CH2:6][CH2:7][CH3:8])[O:9][c:10]1[cH:11][cH:12][c:13]([O:16][C:17]([c:18]2[cH:19][cH:20][c:21]([O:24][CH2:25][c:26]3[cH:27][cH:28][cH:29][cH:30][cH:31]3)[cH:22][cH:23]2)=[O:32])[cH:14][cH:15]1>>[CH3:1][CH:2]([CH2:3][CH2:4][CH2:5][CH2:6][CH2:7][CH3:8])[O:9][c:10]1[cH:11][cH:12][c:13]([O:16][C:17]([c:18]2[cH:19][cH:20][c:21]([OH:24])[cH:22][cH:23]2)=[O:32])[cH:14][cH:15]1. Reactants: ClCCl, CCCCC(CC(OC)c1ccc(F)cc1)C(=O)NOC1CCCCO1, O=C(O)C(F)(F)F. The product is CCCCC(CC(OC)c1ccc(F)cc1)C(=O)NO. As a reaction SMILES: [Cl:34][CH2:35][Cl:36].[F:1][c:2]1[cH:3][cH:4][c:5]([CH:8]([CH2:9][CH:10]([C:11](=[O:12])[NH:13][O:14][CH:15]2[CH2:16][CH2:17][CH2:18][CH2:19][O:20]2)[CH2:21][CH2:22][CH2:23][CH3:24])[O:25][CH3:26])[cH:6][cH:7]1.[F:27][C:28]([F:29])([F:30])[C:31]([OH:32])=[O:33]>>[F:1][c:2]1[cH:3][cH:4][c:5]([CH:8]([CH2:9][CH:10]([C:11](=[O:12])[NH:13][OH:14])[CH2:21][CH2:22][CH2:23][CH3:24])[O:25][CH3:26])[cH:6][cH:7]1. Reactants: IC=1C=C2N=CC(=NC2=CC1)C(=O)O (6-iodoquinoxaline-2-carboxylic acid), CN(C=O)C (N,N-dimethylformamide), S(=O)(Cl)Cl (thionyl chloride). The solvent is ClCCl (dichloromethane). The product is IC=1C=C2N=CC(=NC2=CC1)C(=O)Cl (6-iodoquinoxaline-2-carbonyl chloride). RXN SMILES: [I:1][C:2]1[CH:3]=[C:4]2[C:9](=[CH:10][CH:11]=1)[N:8]=[C:7]([C:12]([OH:14])=O)[CH:6]=[N:5]2.CN(C)C=O.S(Cl)([Cl:22])=O>ClCCl>[I:1][C:2]1[CH:3]=[C:4]2[C:9](=[CH:10][CH:11]=1)[N:8]=[C:7]([C:12]([Cl:22])=[O:14])[CH:6]=[N:5]2. Procedure: To a solution of compound 23 (200 mg, 0.67 mmol) in dry dichloromethane (10 mL), under argon and at 0° C., was added dropwise dry N,N-dimethylformamide (100 μL) and thionyl chloride (200 μL, 2.74 mmol). The reaction mixture was stirred at reflux for 3 h. After cooling to room temperature, the solvent was removed under reduced pressure to afford crude 6-iodoquinoxaline-2-carbonyl chloride. This was suspended in dry tetrahydrofuran (10 mL) and were successively added, under argon, p-nitrophenol (9...